Dataset: the Open Reaction Database (ORD), a public repository of structured organic reaction records. Task: describe an organic reaction: reactants, conditions, products, and yield Reactants: BrC1=CC=CC=C1 (bromobenzene), Mg, ClCCCC(CCCCC)OCCl (1-chloro-4-chloromethoxynonane), O (water), BrC1=CC=CC=C1 (bromobenzene). Solvent: CCOCC (ether), CCOCC (ether), CCOCC (ether). Run at time 18 hour. Product: ClCCCC(CCCCC)OCC1=CC=CC=C1 (1-chloro-4-benzyloxynonane). Yield: 85.7%. Reaction SMILES: Br[C:2]1[CH:7]=[CH:6][CH:5]=[CH:4][CH:3]=1.[Cl:8][CH2:9][CH2:10][CH2:11][CH:12]([O:18][CH2:19]Cl)[CH2:13][CH2:14][CH2:15][CH2:16][CH3:17].O>CCOCC>[Cl:8][CH2:9][CH2:10][CH2:11][CH:12]([O:18][CH2:19][C:2]1[CH:7]=[CH:6][CH:5]=[CH:4][CH:3]=1)[CH2:13][CH2:14][CH2:15][CH2:16][CH3:17]. Procedure: A solution of bromobenzene (13.18 g., 0.084 mole) in ether (50 ml.) is added to a suspension of Mg (2.04 g., 0.084 mole) in ether (50 ml.) dropwise so as to maintain a gentle reflux. After complete addition of the bromobenzene, the mixture is heated on a steam bath for an additional hour. The reaction mixture is then cooled to 5°-10° C. by means of an ice-water bath, and 1-chloro-4-chloromethoxynonane (19.05 g., 0.084 mole) is added dropwise over 15 minutes. The resulting suspension is stirred f... Reactants: C(#C)C=1C=NN2C1N=C(C=C2C(F)F)C2=CC(=CC=C2)C(F)(F)F (3-ethynyl-7-difluoromethyl-5-(3-trifluoromethyl-phenyl)-pyrazolo[1,5-a]pyrimidine), CN(CCNS(=O)(=O)C=1SC(=CC1)Br)C (5-Bromo-thiophene-2-sulfonic acid (2-dimethylamino-ethyl)-amide). Product: CN(CCNS(=O)(=O)C=1SC(=CC1)C#CC=1C=NN2C1N=C(C=C2C(F)F)C2=CC(=CC=C2)C(F)(F)F)C (5-[7-Difluoromethyl-5-(3-trifluoromethyl-phenyl)-pyrazolo[1,5-a]pyrimidin-3-ylethynyl]-thiophene-2-sulfonic acid (2-dimethylamino-ethyl)-amide), solid. The yield is 63.0%. As a reaction SMILES: [C:1]([C:3]1[CH:4]=[N:5][N:6]2[C:11]([CH:12]([F:14])[F:13])=[CH:10][C:9]([C:15]3[CH:20]=[CH:19][CH:18]=[C:17]([C:21]([F:24])([F:23])[F:22])[CH:16]=3)=[N:8][C:7]=12)#[CH:2].[CH3:25][N:26]([CH3:39])[CH2:27][CH2:28][NH:29][S:30]([C:33]1[S:34][C:35](Br)=[CH:36][CH:37]=1)(=[O:32])=[O:31]>>[CH3:25][N:26]([CH3:39])[CH2:27][CH2:28][NH:29][S:30]([C:33]1[S:34][C:35]([C:2]#[C:1][C:3]2[CH:4]=[N:5][N:6]3[C:11]([CH:12]([F:14])[F:13])=[CH:10][C:9]([C:15]4[CH:20]=[CH:19][CH:18]=[C:17]([C:21]([F:23])([F:24])[F:22])[CH:16]=4)=[N:8][C:7]=23)=[CH:36][CH:37]=1)(=[O:32])=[O:31]. Procedure details: The title compound was prepared from 3-ethynyl-7-difluoromethyl-5-(3-trifluoromethyl-phenyl)-pyrazolo[1,5-a]pyrimidine (example C.15) (169 mg, 0.5 mmol) and 5-bomo-thiophene-2-sulfonic acid (2-dimethylamino-ethyl)-amide (example B.49) (157 mg, 0.5 mmol) according to general procedure II. Obtained as a yellow solid (180 mg, 63%). MS (ISN) 568.2 [(M−H)−]; mp 170° C.